From a dataset of the Open Reaction Database (ORD), a public repository of structured organic reaction records. describe an organic reaction: reactants, conditions, products, and yield Yields the product C(C)(=O)NC(C(=O)NOC1OCCCC1)CS(=O)(=O)C1=CC=C(C=C1)SC1=CC=CC=C1 (2-(Acetylamino)-3-[[4-(phenylthio)phenyl]sulfonyl]-N-[(3,4,5,6-tetrahydro-2H-pyran-2-yl]oxy]propanamide). The yield is 34.1%. Procedure details: To a solution of the title compound of Example 11c (930 mg, 2.45 mmol) and O-tetrahydro-2H-pyran-2-yl-hydroxylamine (287 mg, 2.45 mmol) in anhydrous DMF (40 mL), cooled to zero degrees C., were added EDC (493 mg, 2.57 mmol) and HOBT (393 mg, 2.57 mmol). After stirring at zero degrees C. for 1 hour and at room temperature for 3 hours, the solution was partitioned between EtOAc and H2O. The resulting organic phase was washed with 1M KHSO4 (2×50 mL), saturated NaHCO3 (2×50 mL) and brine (1×50 mL), ... Reaction SMILES: [C:1]([NH:4][C@H:5]([C:23]([OH:25])=O)[CH2:6][S:7]([C:10]1[CH:15]=[CH:14][C:13]([S:16][C:17]2[CH:22]=[CH:21][CH:20]=[CH:19][CH:18]=2)=[CH:12][CH:11]=1)(=[O:9])=[O:8])(=[O:3])[CH3:2].[O:26]1[CH2:31][CH2:30][CH2:29][CH2:28][CH:27]1[O:32][NH2:33].C(Cl)CCl.C1C=CC2N(O)N=NC=2C=1>CN(C=O)C>[C:1]([NH:4][CH:5]([CH2:6][S:7]([C:10]1[CH:15]=[CH:14][C:13]([S:16][C:17]2[CH:22]=[CH:21][CH:20]=[CH:19][CH:18]=2)=[CH:12][CH:11]=1)(=[O:8])=[O:9])[C:23]([NH:33][O:32][CH:27]1[CH2:28][CH2:29][CH2:30][CH2:31][O:26]1)=[O:25])(=[O:3])[CH3:2]. Conditions: temperature 0 celsius, time 1 hour. Solvent: CN(C)C=O (DMF). Reactants: C(C)(=O)N[C@@H](CS(=O)(=O)C1=CC=C(C=C1)SC1=CC=CC=C1)C(=O)O (N-Acetyl-3-[[4-(phenylthio)phenyl]sulfonyl]alanine), O1C(CCCC1)ON (O-tetrahydro-2H-pyran-2-yl-hydroxylamine), C(CCl)Cl (EDC), C=1C=CC2=C(C1)N=NN2O (HOBT). Starting materials: IC1=NC(=CC=C1OC1=CC=NC2=CC(=C(C=C12)OC)OC)C (4-[(2-Iodo-6-methyl-3-pyridyl)oxy]-6,7-dimethoxyquinoline), IC1=NC(=CC=C1OC1=CC=NC2=CC(=C(C=C12)OC)OC)C (4-[(2-Iodo-6-methyl-3-pyridyl)oxy]-6,7-dimethoxyquinoline), C(CCC)C1=CC=C(C=C1)B(O)O (4-n-butylphenylboronic acid), tetrakistriphenylphosphine palladium, C(O)([O-])=O.[Na+] (sodium hydrogencarbonate). Run in C1(=CC=CC=C1)C (toluene). Reaction conditions: temperature 80 celsius, time 3 hour. Product: C(CCC)C1=CC=C(C=C1)C1=NC(=CC=C1OC1=CC=NC2=CC(=C(C=C12)OC)OC)C (4-[2-(4-Butyl-phenyl)-6-methyl-pyridin-3-yloxy]-6,7-dimethoxy-quinoline). The yield is 64.5%. RXN SMILES: I[C:2]1[C:7]([O:8][C:9]2[C:18]3[C:13](=[CH:14][C:15]([O:21][CH3:22])=[C:16]([O:19][CH3:20])[CH:17]=3)[N:12]=[CH:11][CH:10]=2)=[CH:6][CH:5]=[C:4]([CH3:23])[N:3]=1.[CH2:24]([C:28]1[CH:33]=[CH:32][C:31](B(O)O)=[CH:30][CH:29]=1)[CH2:25][CH2:26][CH3:27].C(=O)([O-])O.[Na+]>C1(C)C=CC=CC=1>[CH2:24]([C:28]1[CH:33]=[CH:32][C:31]([C:2]2[C:7]([O:8][C:9]3[C:18]4[C:13](=[CH:14][C:15]([O:21][CH3:22])=[C:16]([O:19][CH3:20])[CH:17]=4)[N:12]=[CH:11][CH:10]=3)=[CH:6][CH:5]=[C:4]([CH3:23])[N:3]=2)=[CH:30][CH:29]=1)[CH2:25][CH2:26][CH3:27] |f:2.3|. Procedure: 4-[(2-Iodo-6-methyl-3-pyridyl)oxy]-6,7-dimethoxyquinoline (compound 116) (84 mg), 4-n-butylphenylboronic acid (178 mg), and tetrakistriphenylphosphine palladium (12 mg) were dissolved in toluene (1 ml) to prepare a solution. A saturated aqueous sodium hydrogencarbonate solution (1 ml) was added to the solution, and the mixture was stirred at 80° C. for 3 hr. The reaction solution was filtered, the solvent was then removed by distillation under the reduced pressure, and the residue was purified b... Starting materials: CC(C)C(NC(=O)OC(C)(C)C)C(=O)O, CCCCS(=O)(=O)[N-][Si](C)(C)C, CN(C)c1ccccn1, [F-], C1CCOC1, O=C(O)CC(O)(CC(=O)O)C(=O)O. The product is CCCCS(=O)(=O)NC(=O)C(NC(=O)OC(C)(C)C)C(C)C. RXN SMILES: [C:14]([CH3:15])([CH3:16])([CH3:17])[O:18][C:19](=[O:20])[NH:21][CH:22]([CH:23]([CH3:24])[CH3:25])[C:26](=[O:27])[OH:28].[CH2:1]([CH2:2][CH2:3][CH3:4])[S:5](=[O:6])(=[O:7])[N-:8][Si:9]([CH3:10])([CH3:11])[CH3:12].[CH3:29][N:30]([c:31]1[cH:32][cH:33][cH:34][cH:35][n:36]1)[CH3:37].[F-:13].[O:38]1[CH2:39][CH2:40][CH2:41][CH2:42]1.[OH:43][C:44]([CH2:45][C:46]([C:47](=[O:48])[OH:49])([CH2:50][C:51](=[O:52])[OH:53])[OH:54])=[O:55]>>[CH2:1]([CH2:2][CH2:3][CH3:4])[S:5](=[O:6])(=[O:7])[NH:8][C:26]([CH:22]([NH:21][C:19]([O:18][C:14]([CH3:15])([CH3:16])[CH3:17])=[O:20])[CH:23]([CH3:24])[CH3:25])=[O:27]. The reactants are C(C)(C)(C)OC(=O)N[C@@H](CC=1N=CSC1)C(=O)N[C@H]([C@H](C[C@H](C(=O)NCCC)C)O)CC1CCCCC1 ((2R, 4S, 5S)-5-[N-(t-butoxycarbonyl)-3-(4-thiazolyl)-L-alanyl]amino-6-cyclohexyl-4-hydroxy-2-methyl-N-propylhexanamide), C(C1=CC=CC=C1)[C@@H](C(=O)O)CC(=O)N(C)CC1=CC=CC=C1 (2(R)-benzyl-3-(N-benzyl-N-methylaminocarbonyl)propionic acid). Product: C(C1=CC=CC=C1)[C@@H](C(=O)N[C@@H](CC=1N=CSC1)C(=O)N[C@H]([C@H](C[C@H](C(=O)NCCC)C)O)CC1CCCCC1)CC(=O)N(C)CC1=CC=CC=C1 ((2R, 4S, 5S)-5-{N-[2(R)-Benzyl-3-(N-benzyl-N-methylaminocarbonyl)propionyl]-3-(4-thiazolyl)-L-alanyl}amino-6-cyclohexyl-4-hydroxy-2-methyl-N-propylhexanamide). Yield: 32.4%. Reaction SMILES: C(O[C:6]([NH:8][C@H:9]([C:16]([NH:18][C@@H:19]([CH2:31][CH:32]1[CH2:37][CH2:36][CH2:35][CH2:34][CH2:33]1)[C@@H:20]([OH:30])[CH2:21][C@@H:22]([CH3:29])[C:23]([NH:25][CH2:26][CH2:27][CH3:28])=[O:24])=[O:17])[CH2:10][C:11]1[N:12]=[CH:13][S:14][CH:15]=1)=[O:7])(C)(C)C.[CH2:38]([C@H:45]([CH2:49][C:50]([N:52]([CH2:54][C:55]1[CH:60]=[CH:59][CH:58]=[CH:57][CH:56]=1)[CH3:53])=[O:51])C(O)=O)[C:39]1[CH:44]=[CH:43][CH:42]=[CH:41][CH:40]=1>>[CH2:38]([C@H:45]([CH2:49][C:50]([N:52]([CH2:54][C:55]1[CH:60]=[CH:59][CH:58]=[CH:57][CH:56]=1)[CH3:53])=[O:51])[C:6]([NH:8][C@H:9]([C:16]([NH:18][C@@H:19]([CH2:31][CH:32]1[CH2:33][CH2:34][CH2:35][CH2:36][CH2:37]1)[C@@H:20]([OH:30])[CH2:21][C@@H:22]([CH3:29])[C:23]([NH:25][CH2:26][CH2:27][CH3:28])=[O:24])=[O:17])[CH2:10][C:11]1[N:12]=[CH:13][S:14][CH:15]=1)=[O:7])[C:39]1[CH:40]=[CH:41][CH:42]=[CH:43][CH:44]=1. Procedure details: The procedure described in Example 6(b) was repeated, but using 252 mg (0.468 mmole) of (2R, 4S, 5S)-5-[N-(t-butoxycarbonyl)-3-(4-thiazolyl)-L-alanyl]amino-6-cyclohexyl-4-hydroxy-2-methyl-N-propylhexanamide [prepared as described in Example 18(a)] and 152 mg (0.488 mmole) of 2(R)-benzyl-3-(N-benzyl-N-methylaminocarbonyl)propionic acid, to afford 111 mg of the title compound as a colorless powder, melting at 115°-118° C. Reactants: O=C1C=2CC(OCC2C(C=C1)=O)CC (5,8-dioxo-3-ethyl-5,8-dihydro-isochroman), C(C)(=O)OC=CC=C (1-acetoxy-1,3-butadiene), C(C)(=O)OCC (ethyl acetate). Solvent: C1(=CC=CC=C1)C (toluene), C1(=CC=CC=C1)C (toluene). Product: C(C)C1CC2=C(CO1)C(C1=CC=CC=C1C2=O)=O (3-ethyl-5,10-dioxo-3,4,5,10-tetrahydro-1H-naphtho-[2,3-c]pyran). Yield: 20.0%. Reaction SMILES: [O:1]=[C:2]1[CH:11]=[CH:10][C:9](=[O:12])[C:8]2[CH2:7][O:6][CH:5]([CH2:13][CH3:14])[CH2:4][C:3]1=2.C(O[CH:19]=[CH:20][CH:21]=[CH2:22])(=O)C.C(OCC)(=O)C>C1(C)C=CC=CC=1>[CH2:13]([CH:5]1[O:6][CH2:7][C:8]2[C:9](=[O:12])[C:10]3[C:11]([C:2](=[O:1])[C:3]=2[CH2:4]1)=[CH:22][CH:21]=[CH:20][CH:19]=3)[CH3:14]. Procedure: Following the procedure described in step 4, example 26, the starting quinone from step 3 herein (250 mg; 1.30 mmol) and 1-acetoxy-1,3-butadiene (876 μl; 7.8 mmol) were reacted in toluene (10 ml) to yield after chromatography using 2% ethyl acetate in toluene the title compound (62 mg; 20%) along with mixed fractions containing a lot of desired titled product (230 mg), M.P.: 98°-101° C. Starting materials: C(C(C)C)C(CC(=O)O)CC(=O)O (3-isobutylglutaric acid), C(C)(=O)OC(C)=O (acetic anhydride). Yields the product C(C(C)C)C1CC(=O)OC(C1)=O (3-isobutyl glutaric anhydride). RXN SMILES: [CH2:1]([CH:5]([CH2:10][C:11]([OH:13])=[O:12])[CH2:6][C:7]([OH:9])=O)[CH:2]([CH3:4])[CH3:3].C(OC(=O)C)(=O)C>>[CH2:1]([CH:5]1[CH2:6][C:7](=[O:9])[O:13][C:11](=[O:12])[CH2:10]1)[CH:2]([CH3:3])[CH3:4]. Reported procedure: combining the 3-isobutylglutaric acid with acetic anhydride to obtain a second mixture; heating the second mixture to obtain 3-isobutyl glutaric anhydride 22; and recovering the 3-isobutyl glutaric anhydride 22. The reactants are B, O=C(O)c1ccc(Br)cc1Cl, C1CCOC1, CSC. The product is OCc1ccc(Br)cc1Cl. RXN SMILES: [BH3:15].[Br:1][c:2]1[cH:3][c:4]([Cl:11])[c:5]([C:6](=[O:7])[OH:8])[cH:9][cH:10]1.[CH2:16]1[O:17][CH2:18][CH2:19][CH2:20]1.[CH3:12][S:13][CH3:14]>>[Br:1][c:2]1[cH:3][c:4]([Cl:11])[c:5]([CH2:6][OH:7])[cH:9][cH:10]1.